This data is from the Open Reaction Database (ORD), a public repository of structured organic reaction records. The task is: describe an organic reaction: reactants, conditions, products, and yield Reactants: BrC=1SC=C(N1)C(=O)NC=1C=NN(C1[C@@H]1CC[C@H]([C@H](CO1)F)NC(OC(C)(C)C)=O)C (tert-butyl ((3R,4R,7S)-7-(4-(2-bromothiazole-4-carboxamido)-1-methyl-1H-pyrazol-5-yl)-3-fluorooxepan-4-yl)carbamate), BrC=1SC=C(N1)C(=O)NC=1C=NN(C1[C@@H]1CC[C@H]([C@H](CO1)F)NC(OC(C)(C)C)=O)C (tert-butyl ((3R,4R,7S)-7-(4-(2-bromothiazole-4-carboxamido)-1-methyl-1H-pyrazol-5-yl)-3-fluorooxepan-4-yl)carbamate), CC1=NOC(=C1B(O)O)C ((3,5-dimethylisoxazol-4-yl)boronic acid). The product is N[C@@H]1CC[C@H](OC[C@@H]1F)C1=C(C=NN1C)NC(=O)C=1N=C(SC1)C=1C(=NOC1C)C (N-(5-((2S,5R,6R)-5-amino-6-fluorooxepan-2-yl)-1-methyl-1H-pyrazol-4-yl)-2-(3,5-dimethylisoxazol-4-yl)thiazole-4-carboxamide). Reaction SMILES: Br[C:2]1[S:3][CH:4]=[C:5]([C:7]([NH:9][C:10]2[CH:11]=[N:12][N:13]([CH3:31])[C:14]=2[C@H:15]2[O:21][CH2:20][C@H:19]([F:22])[C@H:18]([NH:23]C(=O)OC(C)(C)C)[CH2:17][CH2:16]2)=[O:8])[N:6]=1.[CH3:32][C:33]1[C:37](B(O)O)=[C:36]([CH3:41])[O:35][N:34]=1>>[NH2:23][C@H:18]1[C@@H:19]([F:22])[CH2:20][O:21][C@H:15]([C:14]2[N:13]([CH3:31])[N:12]=[CH:11][C:10]=2[NH:9][C:7]([C:5]2[N:6]=[C:2]([C:37]3[C:33]([CH3:32])=[N:34][O:35][C:36]=3[CH3:41])[S:3][CH:4]=2)=[O:8])[CH2:16][CH2:17]1. Procedure: Following the procedure for Example 101 starting from tert-butyl ((3R,4R,7S)-7-(4-(2-bromothiazole-4-carboxamido)-1-methyl-1H-pyrazol-5-yl)-3-fluorooxepan-4-yl)carbamate (Intermediate 100), and replacing 3,6-dihydro-2H-pyran-4-boronic acid pinacol ester with (3,5-dimethylisoxazol-4-yl)boronic acid gave 244. 1H NMR (400 MHz, DMSO-d6) δ 9.63 (s, 1H), 8.47 (s, 1H), 7.83 (s, 1H), 5.01 (d, J=50.4 Hz, 1H), 4.84 (d, J=10.2 Hz, 1H), 4.24-4.06 (m, 1H), 4.06-3.88 (m, 1H), 3.78 (s, 3H), 3.45-3.31 (m, 1H), ... Starting materials: Cl.ONC(=O)C1(CCN(CC1)CC#C)S(=O)(=O)C1=CC=C(C=C1)SC1=CC=CC=C1 (N-hydroxy-4-[[4-(phenylthio)phenyl]sulfonyl]-1-(2-propynyl)-4-piperidinecarboxamide, monohydrochloride), C([O-])([O-])=O.[K+].[K+] (potassium carbonate), C1(CCCCC1)S (cyclohexyl mercaptan). Solvent: CN(C)C=O (DMF), O (H2O). The product is Cl.C1(CCCCC1)SC1=CC=C(C=C1)S(=O)(=O)C1(CCN(CC1)CC#C)C(=O)NO (4-[[4-(cyclohexylthio)phenyl]sulfonyl]-N-hydroxy-1-(2-propynyl)-4-piperidinecarboxamide, monohydrochloride). The yield is 73.0%. RXN SMILES: [ClH:1].[OH:2][NH:3][C:4]([C:6]1([S:15]([C:18]2[CH:23]=[CH:22][C:21]([S:24][C:25]3[CH:30]=[CH:29][CH:28]=[CH:27][CH:26]=3)=[CH:20][CH:19]=2)(=[O:17])=[O:16])[CH2:11][CH2:10][N:9]([CH2:12][C:13]#[CH:14])[CH2:8][CH2:7]1)=[O:5].C(=O)([O-])[O-].[K+].[K+].C1(S)CCCCC1>CN(C=O)C.O>[ClH:1].[CH:25]1([S:24][C:21]2[CH:20]=[CH:19][C:18]([S:15]([C:6]3([C:4]([NH:3][OH:2])=[O:5])[CH2:7][CH2:8][N:9]([CH2:12][C:13]#[CH:14])[CH2:10][CH2:11]3)(=[O:17])=[O:16])=[CH:23][CH:22]=2)[CH2:26][CH2:27][CH2:28][CH2:29][CH2:30]1 |f:0.1,2.3.4,8.9|. Reported procedure: Part A: To a solution of the propargyl amine of Example 9, part F (6.5 g, 18.4 mmol) in DMF (10 mL) were added potassium carbonate (3.81 g, 27.6 mmol) and cyclohexyl mercaptan (3.37 mL, 27.6 mmol). The solution was heated to 100 degrees Celsius for 6.5 hours. The solution was diluted with H2O and extracted with ethyl acetate. The organic layers were dried over magnesium sulfate. Chromatography (on silica, hexane/ethyl acetate) provided the sulfide as a yellow oil (6.05 g, 73%). The reactants are COC(CCCC=1SC(=CC1)[N+](=O)[O-])=O (4-(5-nitro-thiophen-2-yl)-butyric acid methyl ester). Reagents/catalysts: [OH-].[Pd+2].[OH-] (palladium hydroxide). The solvent is C(C)(=O)OCC (ethyl acetate), CO (methanol). Conditions: time 48 hour. Product: COC(CCCC=1SC(=CC1)N)=O (4-(5-amino-thiophen-2-yl)-butyric acid methyl ester). Isolated yield 66.2%. As a reaction SMILES: [CH3:1][O:2][C:3](=[O:15])[CH2:4][CH2:5][CH2:6][C:7]1[S:8][C:9]([N+:12]([O-])=O)=[CH:10][CH:11]=1>C(OCC)(=O)C.CO.[OH-].[Pd+2].[OH-]>[CH3:1][O:2][C:3](=[O:15])[CH2:4][CH2:5][CH2:6][C:7]1[S:8][C:9]([NH2:12])=[CH:10][CH:11]=1 |f:3.4.5|. Procedure: A mixture of 4-(5-nitro-thiophen-2-yl)-butyric acid methyl ester (2.29 g, 10.0 mmol) and palladium hydroxide (500 mg, 20% on carbon) in 30 mL of ethyl acetate and 30 mL of methanol is hydrogenated at 50 psi for 48 hours. The reaction mixture is filtered and concentrated. The residue is purified by flash column chromatography eluting with 1:3 ethyl acetate:hexane to provide 1.32 g of 4-(5-amino-thiophen-2-yl)-butyric acid methyl ester as a dark oil; 1H NMR (DMSO-d6) δ 1.74 (m, 2H), 2.38 (m, 2H), ... Starting materials: [OH-].[Na+] (NaOH), NC(CC(=O)O)C1=CC=C(C=C1)Cl (3-amino-3-(4-chlorophenyl)propionic acid), C1(=CC=CC=C1)CC(=O)Cl (phenylacetyl chloride). Solvent: O1CCOCC1 (dioxane). Yields the product ClC1=CC=C(C=C1)C(CC(=O)O)NC(CC1=CC=CC=C1)=O (3-(4-Chlorophenyl)-3-(phenylacetamido)propionic acid). As a reaction SMILES: [NH2:1][CH:2]([C:7]1[CH:12]=[CH:11][C:10]([Cl:13])=[CH:9][CH:8]=1)[CH2:3][C:4]([OH:6])=[O:5].[OH-].[Na+].[C:16]1([CH2:22][C:23](Cl)=[O:24])[CH:21]=[CH:20][CH:19]=[CH:18][CH:17]=1>O1CCOCC1>[Cl:13][C:10]1[CH:9]=[CH:8][C:7]([CH:2]([NH:1][C:23](=[O:24])[CH2:22][C:16]2[CH:21]=[CH:20][CH:19]=[CH:18][CH:17]=2)[CH2:3][C:4]([OH:6])=[O:5])=[CH:12][CH:11]=1 |f:1.2|. Procedure details: 9.6 g of 3-amino-3-(4-chlorophenyl)propionic acid are dissolved in 200 ml of dioxane and about 50 ml of 1N NaOH in order to reach pH=10.5-11.5. The medium is cooled to +5° C. and 6.34 ml of phenylacetyl chloride are then gradually added, while maintaining the mixture at pH=10.5-11.5 and at a temperature of between +5° C. and +10° C. Stirring is continued for 1 and a half hours and the medium is then concentrated to one-half before diluting with 500 ml of water. The resulting mixture is washed tw... The reactants are Brc1cccnc1, CC(C)(C)OC(=O)N1CCC2(CCCN2)C1, Cc1ccccc1, CC(C)(C)[O-], [K+], O=C(C=Cc1ccccc1)C=Cc1ccccc1, O=C(C=Cc1ccccc1)C=Cc1ccccc1, O=C(C=Cc1ccccc1)C=Cc1ccccc1, O, [Pd], [Pd], c1ccc(P(c2ccccc2)c2ccc3ccccc3c2-c2c(P(c3ccccc3)c3ccccc3)ccc3ccccc23)cc1. Yields the product CC(C)(C)OC(=O)N1CCC2(CCCN2c2cccnc2)C1. Reaction SMILES: [Br:17][c:18]1[cH:19][n:20][cH:21][cH:22][cH:23]1.[CH2:1]1[N:2]([C:10](=[O:11])[O:12][C:13]([CH3:14])([CH3:15])[CH3:16])[CH2:3][CH2:4][C:5]12[NH:6][CH2:7][CH2:8][CH2:9]2.[CH3:133][c:134]1[cH:135][cH:136][cH:137][cH:138][cH:139]1.[CH3:24][C:25]([CH3:26])([O-:27])[CH3:28].[K+:29].[O:114]=[C:115]([CH:116]=[CH:117][c:118]1[cH:119][cH:120][cH:121][cH:122][cH:123]1)[CH:124]=[CH:125][c:126]1[cH:127][cH:128][cH:129][cH:130][cH:131]1.[O:78]=[C:79]([CH:80]=[CH:81][c:82]1[cH:83][cH:84][cH:85][cH:86][cH:87]1)[CH:88]=[CH:89][c:90]1[cH:91][cH:92][cH:93][cH:94][cH:95]1.[O:96]=[C:97]([CH:98]=[CH:99][c:100]1[cH:101][cH:102][cH:103][cH:104][cH:105]1)[CH:106]=[CH:107][c:108]1[cH:109][cH:110][cH:111][cH:112][cH:113]1.[OH2:132].[Pd:76].[Pd:77].[c:30]1([P:31]([c:32]2[cH:33][cH:34][cH:35][cH:36][cH:37]2)[c:38]2[cH:39][cH:40][c:41]3[c:42]([cH:43][cH:44][cH:45][cH:46]3)[c:47]2-[c:48]2[c:49]3[c:50]([cH:51][cH:52][cH:53][cH:54]3)[cH:55][cH:56][c:57]2[P:58]([c:59]2[cH:60][cH:61][cH:62][cH:63][cH:64]2)[c:65]2[cH:66][cH:67][cH:68][cH:69][cH:70]2)[cH:71][cH:72][cH:73][cH:74][cH:75]1>>[CH2:1]1[N:2]([C:10](=[O:11])[O:12][C:13]([CH3:14])([CH3:15])[CH3:16])[CH2:3][CH2:4][C:5]12[N:6]([c:18]1[cH:19][n:20][cH:21][cH:22][cH:23]1)[CH2:7][CH2:8][CH2:9]2.